From a dataset of the Open Reaction Database (ORD), a public repository of structured organic reaction records. describe an organic reaction: reactants, conditions, products, and yield The reactants are CC(=O)OCC1=C(N2[C@@H]([C@@H](C2=O)N)SC1)C(=O)O (7-ACA), methanolic solution, COS(=O)(=O)O (methoxysulfonic acid), COCOC (methylal). Solvent: C(CCC(=O)OC)(=O)OC (dimethyl succinate). Reaction conditions: temperature 15 celsius, time 1.5 hour. The product is NC1[C@@H]2N(C(=C(CS2)COC)C(=O)O)C1=O (7-Amino-3-Methoxymethyl -3-Cephem-4-Carboxylic Acid). The yield is 83.0%. RXN SMILES: COS(O)(=O)=O.COCOC.C[C:13]([O:15][CH2:16][C:17]1[CH2:26][S:25][C@@H:20]2[C@H:21]([NH2:24])[C:22](=[O:23])[N:19]2[C:18]=1[C:27]([OH:29])=[O:28])=O>C(OC)(=O)CCC(OC)=O>[NH2:24][CH:21]1[C:22](=[O:23])[N:19]2[C:18]([C:27]([OH:29])=[O:28])=[C:17]([CH2:16][O:15][CH3:13])[CH2:26][S:25][C@H:20]12. Reported procedure: 17.94 g of a methanolic solution of methoxysulfonic acid (prepared as described in Preparation 1) and 6.12 g of methylal (prepared as described in Preparation 5) were added to 30 ml of dimethyl succinate. The mixture was cooled to 15° C., and 2.74 g of 7-ACA were added thereto, followed by stirring at 15° C. for 1.5 hours. After completion of the reaction, the reaction mixture was treated following the procedures described in Example 2 to give 2.04 g (yield 83%) of the desired compound with a hi... Starting materials: O=C([O-])[O-], Cc1ccc(S(=O)(=O)O)cc1, O=Cc1ccc(OC(F)F)c(O)c1, [K+], [K+], OC1CCOC1, CN(C)C=O. Yields the product O=Cc1ccc(OC(F)F)c(OC2CCOC2)c1. Reaction SMILES: [C:1](=[O:2])([O-:3])[O-:4].[CH3:20][c:21]1[cH:22][cH:23][c:24]([S:25]([OH:26])(=[O:27])=[O:28])[cH:29][cH:30]1.[F:7][CH:8]([O:9][c:10]1[c:11]([OH:18])[cH:12][c:13]([CH:14]=[O:15])[cH:16][cH:17]1)[F:19].[K+:5].[K+:6].[O:31]1[CH2:32][CH:33]([OH:36])[CH2:34][CH2:35]1.[O:37]=[CH:38][N:39]([CH3:40])[CH3:41]>>[F:7][CH:8]([O:9][c:10]1[c:11]([O:18][CH:33]2[CH2:32][O:31][CH2:35][CH2:34]2)[cH:12][c:13]([CH:14]=[O:15])[cH:16][cH:17]1)[F:19]. Reactants: CN(C)C=O, Cc1cccc(C(=O)O)c1C, Cc1ccccc1, O=C(Cl)C(=O)Cl. Yields the product Cc1cccc(C(=O)Cl)c1C. RXN SMILES: [CH3:12][N:13]([CH3:14])[CH:15]=[O:16].[CH3:1][c:2]1[c:3]([C:4](=[O:5])[OH:6])[cH:7][cH:8][cH:9][c:10]1[CH3:11].[CH3:23][c:24]1[cH:25][cH:26][cH:27][cH:28][cH:29]1.[Cl:17][C:18]([C:19]([Cl:20])=[O:21])=[O:22]>>[CH3:1][c:2]1[c:3]([C:4](=[O:5])[Cl:17])[cH:7][cH:8][cH:9][c:10]1[CH3:11]. The reactants are CC(C)(C)n1ncc(S)c(Cl)c1=O, COCOc1ccc(CCl)cc1, CN(C)C=O, [Na+], [Na+], O=C([O-])[O-]. The product is COCOc1ccc(CSc2cnn(C(C)(C)C)c(=O)c2Cl)cc1. RXN SMILES: [C:1]([CH3:2])([CH3:3])([CH3:4])[n:5]1[n:6][cH:7][c:8]([SH:13])[c:9]([Cl:12])[c:10]1=[O:11].[CH3:14][O:15][CH2:16][O:17][c:18]1[cH:19][cH:20][c:21]([CH2:22][Cl:23])[cH:24][cH:25]1.[CH3:32][N:33]([CH3:34])[CH:35]=[O:36].[Na+:26].[Na+:27].[O-:28][C:29](=[O:30])[O-:31]>>[C:1]([CH3:2])([CH3:3])([CH3:4])[n:5]1[n:6][cH:7][c:8]([S:13][CH2:22][c:21]2[cH:20][cH:19][c:18]([O:17][CH2:16][O:15][CH3:14])[cH:25][cH:24]2)[c:9]([Cl:12])[c:10]1=[O:11]. Starting materials: OC[C@H]1CN(C(O1)=O)C1=CC=C(C=C1)N1CCOCC1 (5(R)-Hydroxymethyl-3-(4-morpholinophenyl)oxazolidin-2-one), 3-fluoro, C(C)(C)(C)OC(=O)NC1=NOC=C1 (3-t-butyloxycarbonylamino-isoxazole), C(CCC)P(CCCC)CCCC (tri-n-butylphosphine), N(=NC(=O)N1CCCCC1)C(=O)N1CCCCC1 (1,1′-(azodicarbonyl)-di-piperidine). Solvent: C1CCOC1 (THF). Product: O1N=C(C=C1)C([C@@H]1CN(C(O1)=O)C1=CC=C(C=C1)N1CCOCC1)N (5(S)-(Isoxazol-3-yl-aminomethyl)-3-(4-morpholinophenyl)oxazolidin-2-one). Reaction SMILES: OC[C@@H:3]1[O:7][C:6](=[O:8])[N:5]([C:9]2[CH:14]=[CH:13][C:12]([N:15]3[CH2:20][CH2:19][O:18][CH2:17][CH2:16]3)=[CH:11][CH:10]=2)[CH2:4]1.C(OC(N[C:29]1[CH:33]=[CH:32][O:31][N:30]=1)=O)(C)(C)C.C(P(CCCC)CCCC)CCC.[N:47]([C:57](N1CCCCC1)=O)=NC(N1CCCCC1)=O>C1COCC1>[O:31]1[CH:32]=[CH:33][C:29]([CH:57]([NH2:47])[C@H:3]2[O:7][C:6](=[O:8])[N:5]([C:9]3[CH:14]=[CH:13][C:12]([N:15]4[CH2:16][CH2:17][O:18][CH2:19][CH2:20]4)=[CH:11][CH:10]=3)[CH2:4]2)=[N:30]1. Procedure details: 5(R)-Hydroxymethyl-3-(4-morpholinophenyl)oxazolidin-2-one (prepared by analogy to the 3-fluoro compound—see WO95/07271; 0.50 g, 1.80 mmol), 3-t-butyloxycarbonylamino-isoxazole (0.50 g, 2.70 mmol), tri-n-butylphosphine (0.66 ml, 2.70 mmol), and 1,1′-(azodicarbonyl)-di-piperidine (0.68 g, 2.70 mmol) were reacted in anhydrous THF (30 ml) using the general method of Reference Example 15. The reaction was then purified by MPLC (Merck 9385 silica, 70% ethyl acetate in iso-hexane) and the solvent remov... Solvent: O1CCOCC1 (dioxane). Run at time 30 minute. Procedure details: 4M HCl in dioxane (15 ml) was added to ethyl 2-{3-[(tert-butoxycarbonyl)amino]azetidin-1-yl}pyrimidine-5-carboxylate (323 mg, 1 mmol) and the reaction stirred at r.t. for 30 min. The suspension was concentrated in vacuo to give the title compound as a white solid (323 mg, quant.). LCMS purity 78%, m/z 223 [M+H]+. As a reaction SMILES: [ClH:1].C(OC([NH:9][CH:10]1[CH2:13][N:12]([C:14]2[N:19]=[CH:18][C:17]([C:20]([O:22][CH2:23][CH3:24])=[O:21])=[CH:16][N:15]=2)[CH2:11]1)=O)(C)(C)C>O1CCOCC1>[ClH:1].[NH2:9][CH:10]1[CH2:11][N:12]([C:14]2[N:19]=[CH:18][C:17]([C:20]([O:22][CH2:23][CH3:24])=[O:21])=[CH:16][N:15]=2)[CH2:13]1 |f:3.4|. The reactants are Cl (HCl), C(C)(C)(C)OC(=O)NC1CN(C1)C1=NC=C(C=N1)C(=O)OCC (ethyl 2-{3-[(tert-butoxycarbonyl)amino]azetidin-1-yl}pyrimidine-5-carboxylate). Yields the product Cl.NC1CN(C1)C1=NC=C(C=N1)C(=O)OCC (Ethyl 2-(3-aminoazetidin-1-yl)pyrimidine-5-carboxylate hydrochloride).